Dataset: the Open Reaction Database (ORD), a public repository of structured organic reaction records. Task: describe an organic reaction: reactants, conditions, products, and yield Reactants: NC1=CC(=C2C=CC=NC2=C1C)F (7-amino-5-fluoro-8-methylquinoline), C(=S)(Cl)Cl (thiophosgene), [OH-].[Na+] (sodium hydroxide), C(=S)(Cl)Cl (thiophosgene). The solvent is O (water), Cl (hydrochloric acid). Run at time 1.5 hour. Product: FC1=C2C=CC=NC2=C(C(=C1)N=C=S)C (5-fluoro-8-methyl-7-quinolinylisothiocyanate). As a reaction SMILES: [NH2:1][C:2]1[C:11]([CH3:12])=[C:10]2[C:5]([CH:6]=[CH:7][CH:8]=[N:9]2)=[C:4]([F:13])[CH:3]=1.[C:14](Cl)(Cl)=[S:15].[OH-].[Na+]>O.Cl>[F:13][C:4]1[CH:3]=[C:2]([N:1]=[C:14]=[S:15])[C:11]([CH3:12])=[C:10]2[C:5]=1[CH:6]=[CH:7][CH:8]=[N:9]2 |f:2.3|. Procedure details: A mixture of 7-amino-5-fluoro-8-methylquinoline (0.39 g) and thiophosgene (0.2 mL) in water (5 mL) and 1N hydrochloric acid (5 mL) is stirred at room temperature for 1.5 hours. An additional amount of thiophosgene (0.1 mL) is added and the mixture stirred another hour. The mixture is treated with 1N sodium hydroxide (25 mL) and extracted with methylene chloride (4×50 mL). The combined extracts are dried over sodium sulfate and rotary evaporated. The residue is purified by flash chromatography on... Starting materials: S(CCC(=O)O)CCC(=O)O (3,3′-thiodipropanoic acid), O (water), OOS(=O)[O-].[K+] (oxone), O (water). Run in C1CCOC1 (THF). Conditions: time 3 hour. The product is S(=O)(=O)(CCC(=O)O)CCC(=O)O (3,3′-sulfonyldipropanoic acid). Yield: 20.0%. RXN SMILES: [S:1]([CH2:7][CH2:8][C:9]([OH:11])=[O:10])[CH2:2][CH2:3][C:4]([OH:6])=[O:5].[OH:12]OS([O-])=O.[K+].[OH2:18]>C1COCC1>[S:1]([CH2:7][CH2:8][C:9]([OH:11])=[O:10])([CH2:2][CH2:3][C:4]([OH:6])=[O:5])(=[O:12])=[O:18] |f:1.2|. Reported procedure: 3,3′-thiodipropanoic acid (1 equivalent) was taken in THF and to it oxone (2 equivalents) taken in water was slowly added and stirred at room temperature for 3 h. The progress of the reaction was monitored by TLC. After completion of the reaction, water was added to the reaction mixture and extracted with ethyl acetate. The organic layer was dried over anhydrous sodium sulfate and evaporated to dryness to afford the crude product I-14 in 20-30% yield. The reactants are OO (hydrogen peroxide), CC1=C(C=C(C=C1)C)CSC1=[N+](C(=CC=C1)C)[O-] (2-[(2,5-dimethylphenyl)methylthio]-6-methylpyridine-1-oxide), C(C)(=O)O (acetic acid), O (water). The reagents and catalysts are [O-][W](=O)(=O)[O-].[Na+].[Na+] (sodium tungstate). Reaction conditions: temperature 40 celsius. The product is CC1=C(C=C(C=C1)C)CS(=O)(=O)C1=[N+](C(=CC=C1)C)[O-] (2-[(2,5-dimethylphenyl)methylsulfonyl]-6-methylpyridine-1-oxide). RXN SMILES: [CH3:1][C:2]1[CH:7]=[CH:6][C:5]([CH3:8])=[CH:4][C:3]=1[CH2:9][S:10][C:11]1[CH:16]=[CH:15][CH:14]=[C:13]([CH3:17])[N+:12]=1[O-:18].OO.[OH2:21].C(O)(=[O:24])C>[O-][W]([O-])(=O)=O.[Na+].[Na+]>[CH3:1][C:2]1[CH:7]=[CH:6][C:5]([CH3:8])=[CH:4][C:3]=1[CH2:9][S:10]([C:11]1[CH:16]=[CH:15][CH:14]=[C:13]([CH3:17])[N+:12]=1[O-:18])(=[O:24])=[O:21] |f:4.5.6|. Procedure details: The sulfide isolated in step (a) above was dissolved in 15 ml of glacial acetic acid and then 2 ml of 30% hydrogen peroxide was added along with 50 mg of sodium tungstate. The reaction mixture was heated at 40° C. for two hours, cooled, and poured into water to percipitate the product. Yield, 1.53 g. Starting materials: O=C1OCCC1Br, O=C([O-])[O-], [Cs+], [Cs+], Cc1nc(N)nc2c1C(=NO)NC(c1ccc(F)cc1Br)C2, CN(C)C=O. Product: Cc1nc(N)nc2c1C(=NOC1CCOC1=O)NC(c1ccc(F)cc1Br)C2. As a reaction SMILES: [Br:29][CH:30]1[C:31](=[O:35])[O:32][CH2:33][CH2:34]1.[C:23](=[O:24])([O-:25])[O-:26].[Cs+:27].[Cs+:28].[NH2:1][c:2]1[n:3][c:4]([CH3:22])[c:5]2[c:6]([n:7]1)[CH2:8][CH:9]([c:14]1[c:15]([Br:21])[cH:16][c:17]([F:20])[cH:18][cH:19]1)[NH:10][C:11]2=[N:12][OH:13].[O:36]=[CH:37][N:38]([CH3:39])[CH3:40]>>[NH2:1][c:2]1[n:3][c:4]([CH3:22])[c:5]2[c:6]([n:7]1)[CH2:8][CH:9]([c:14]1[c:15]([Br:21])[cH:16][c:17]([F:20])[cH:18][cH:19]1)[NH:10][C:11]2=[N:12][O:13][CH:30]1[C:31](=[O:35])[O:32][CH2:33][CH2:34]1.